Dataset: the Open Reaction Database (ORD), a public repository of structured organic reaction records. Task: describe an organic reaction: reactants, conditions, products, and yield Product: CC(C)(C)OC(=O)C=Cc1nc(-c2ccc(F)cc2)cs1. The reactants are CC(C)(C)OC(=O)C=P(c1ccccc1)(c1ccccc1)c1ccccc1, C1CCOC1, O=Cc1nc(-c2ccc(F)cc2)cs1. RXN SMILES: [C:15]([CH3:16])([CH3:17])([CH3:18])[O:19][C:20](=[O:21])[CH:22]=[P:23]([c:24]1[cH:25][cH:26][cH:27][cH:28][cH:29]1)([c:30]1[cH:31][cH:32][cH:33][cH:34][cH:35]1)[c:36]1[cH:37][cH:38][cH:39][cH:40][cH:41]1.[CH2:42]1[O:43][CH2:44][CH2:45][CH2:46]1.[F:1][c:2]1[cH:3][cH:4][c:5](-[c:8]2[n:9][c:10]([CH:13]=[O:14])[s:11][cH:12]2)[cH:6][cH:7]1>>[F:1][c:2]1[cH:3][cH:4][c:5](-[c:8]2[n:9][c:10]([CH:13]=[CH:22][C:20]([O:19][C:15]([CH3:16])([CH3:17])[CH3:18])=[O:21])[s:11][cH:12]2)[cH:6][cH:7]1. Starting materials: CS(=O)(=O)Cl (methanesulfonyl chloride), NC1=C(C(=O)O)C=C(C=C1C)Cl (2-amino-3-methyl-5-chlorobenzoic acid), NC1=C(C(=O)O)C=C(C=C1C)Cl (2-amino-3-methyl-5-chlorobenzoic acid), N1=CC=CC=C1 (pyridine), ClC1=NN(C(=C1)C(=O)O)C1=NC=CC=C1Cl (3-chloro-1-(3-chloro-2-pyridinyl)-1H-pyrazole-5-carboxylic acid), ClC1=NN(C(=C1)C(=O)O)C1=NC=CC=C1Cl (3-chloro-1-(3-chloro-2-pyridinyl)-1H-pyrazole-5-carboxylic acid), N1=CC=CC=C1 (pyridine), CS(=O)(=O)Cl (Methanesulfonyl chloride). Solvent: O (Water), C(C)#N (acetonitrile), C(C)#N (acetonitrile), C(C)#N (acetonitrile), C(C)#N (acetonitrile). Reaction conditions: temperature -5 celsius, time 5 minute. Yields the product ClC=1C=C(C2=C(C(OC(=N2)C2=CC(=NN2C2=NC=CC=C2Cl)Cl)=O)C1)C (6-chloro-2-[3-chloro-1-(3-chloro-2-pyridinyl)-1H-pyrazol-5-yl]-8-methyl-4H-3,1-benzoxazin-4-one). As a reaction SMILES: CS(Cl)(=O)=O.[Cl:6][C:7]1[CH:11]=[C:10]([C:12]([OH:14])=O)[N:9]([C:15]2[C:20]([Cl:21])=[CH:19][CH:18]=[CH:17][N:16]=2)[N:8]=1.N1C=CC=CC=1.[NH2:28][C:29]1[C:37]([CH3:38])=[CH:36][C:35]([Cl:39])=[CH:34][C:30]=1[C:31](O)=[O:32]>C(#N)C.O>[Cl:39][C:35]1[CH:36]=[C:37]([CH3:38])[C:29]2[N:28]=[C:12]([C:10]3[N:9]([C:15]4[C:20]([Cl:21])=[CH:19][CH:18]=[CH:17][N:16]=4)[N:8]=[C:7]([Cl:6])[CH:11]=3)[O:14][C:31](=[O:32])[C:30]=2[CH:34]=1. Procedure: Methanesulfonyl chloride (1.0 mL, 1.5 g, 13 mmol) was dissolved in acetonitrile (10 mL), and the mixture was cooled to −5° C. A solution of 3-chloro-1-(3-chloro-2-pyridinyl)-1H-pyrazole-5-carboxylic acid (i.e. the carboxylic acid product of Example 3, Step D) (2.58 g, 10 mmol) and pyridine (1.4 mL, 1.4 g, 17 mmol) in acetonitrile (10 mL) was added dropwise over 5 minutes at −5 to 0° C. A slurry formed during the addition. The mixture was stirred 5 minutes at this temperature, and then 2-amino-3-... Starting materials: ClC1=CC2=C(C(OC(N2)=O)=O)C=C1 (7-chloro-1,2-dihydro-4H-3,1-benzoxazin-2,4-dione), NCC1CCN(CC1)C(C1=CC=CC=C1)C1=CC=CC=C1 (4-aminomethyl-1-diphenylmethylpiperidine). The reagents and catalysts are CN(C1=CC=NC=C1)C (4-dimethylaminopyridine). Run in CCOC(=O)C (AcOEt), CN(C)C=O (DMF). Conditions: time 5 minute. The product is NC1=C(C(=O)NCC2CCN(CC2)C(C2=CC=CC=C2)C2=CC=CC=C2)C=CC(=C1)Cl (2-amino-4-chloro-N-[(1-diphenylmethylpiperidin-4-yl)methyl]benzamide). As a reaction SMILES: [Cl:1][C:2]1[CH:13]=[CH:12][C:5]2[C:6](=[O:11])OC(=O)[NH:9][C:4]=2[CH:3]=1.[NH2:14][CH2:15][CH:16]1[CH2:21][CH2:20][N:19]([CH:22]([C:29]2[CH:34]=[CH:33][CH:32]=[CH:31][CH:30]=2)[C:23]2[CH:28]=[CH:27][CH:26]=[CH:25][CH:24]=2)[CH2:18][CH2:17]1>CN(C=O)C.CN(C)C1C=CN=CC=1.CCOC(C)=O>[NH2:9][C:4]1[CH:3]=[C:2]([Cl:1])[CH:13]=[CH:12][C:5]=1[C:6]([NH:14][CH2:15][CH:16]1[CH2:21][CH2:20][N:19]([CH:22]([C:29]2[CH:34]=[CH:33][CH:32]=[CH:31][CH:30]=2)[C:23]2[CH:24]=[CH:25][CH:26]=[CH:27][CH:28]=2)[CH2:18][CH2:17]1)=[O:11]. Procedure: To a solution of 7-chloro-1,2-dihydro-4H-3,1-benzoxazin-2,4-dione (prepared by cyclization of N-benzyloxycarbonyl-4-chloroanthranilic acid with phosphorus tribromide) (1.0 g, 5.06 mmol) in DMF (18 ml) was added 4-dimethylaminopyridine (62 mg). After 5 mins of agitation at room temperature, 4-aminomethyl-1-diphenylmethylpiperidine (1.56 g, 5.56 mmol) was added to the solution and stirred for 5 hours. The reaction mixture was diluted with AcOEt, washed twice with H2O, dried over MgSO4 and evaporat... Reactants: CC(C)([O-])C.[K+] (potassium tert.butoxide), C1(=CC=CC=C1)C(C(=O)OCC)C(=O)OCC (diethyl phenylmalonate), C(C)(=O)OCCBr (1-Acetoxy-2-bromoethane). Solvent: O (water), CN(C)C=O (DMF). The product is C1(=CC=CC=C1)C(C(=O)OCC)(C(=O)OCC)CCOC(C)=O (Diethyl α-phenyl-α-(2-acetoxyethyl)malonate). Isolated yield 100.8%. As a reaction SMILES: CC(C)([O-])C.[K+].[C:7]1([CH:13]([C:19]([O:21][CH2:22][CH3:23])=[O:20])[C:14]([O:16][CH2:17][CH3:18])=[O:15])[CH:12]=[CH:11][CH:10]=[CH:9][CH:8]=1.[C:24]([O:27][CH2:28][CH2:29]Br)(=[O:26])[CH3:25]>CN(C=O)C.O>[C:7]1([C:13]([CH2:29][CH2:28][O:27][C:24](=[O:26])[CH3:25])([C:14]([O:16][CH2:17][CH3:18])=[O:15])[C:19]([O:21][CH2:22][CH3:23])=[O:20])[CH:8]=[CH:9][CH:10]=[CH:11][CH:12]=1 |f:0.1|. Reported procedure: A solution of potassium tert.butoxide (448 g, 4M) in DMF (2 l) under nitrogen at room temperature was treated dropwise with diethyl phenylmalonate (945 g, 4M). 1-Acetoxy-2-bromoethane (668 g, 4M) was added. The reaction was allowed to cool to room temperature after 45 mins and was diluted with water (5 l) then extracted with IPE (2 l, 500 ml). The extracts were washed, dried and evaporated to give the title compound (1300 g). Bp 130°/0.05 mm.